This data is from the Open Reaction Database (ORD), a public repository of structured organic reaction records. The task is: describe an organic reaction: reactants, conditions, products, and yield Reactants: O=Cc1ncc(Br)cc1F, CC(C)(C)S(N)=O, ClCCl, [Mg+2], O=S(=O)([O-])[O-], Cc1ccc(S(=O)(=O)[O-])cc1, c1cc[nH+]cc1. The product is CC(C)(C)S(=O)N=Cc1ncc(Br)cc1F. RXN SMILES: [Br:8][c:9]1[cH:10][c:11]([F:17])[c:12]([CH:15]=[O:16])[n:13][cH:14]1.[CH3:1][C:2]([CH3:3])([CH3:4])[S:5](=[O:6])[NH2:7].[Cl:41][CH2:42][Cl:43].[Mg+2:35].[O-:36][S:37](=[O:38])(=[O:39])[O-:40].[c:18]1([CH3:19])[cH:20][cH:21][c:22]([S:23]([O-:24])(=[O:25])=[O:26])[cH:27][cH:28]1.[nH+:29]1[cH:30][cH:31][cH:32][cH:33][cH:34]1>>[CH3:1][C:2]([CH3:3])([CH3:4])[S:5](=[O:6])[N:7]=[CH:15][c:12]1[c:11]([F:17])[cH:10][c:9]([Br:8])[cH:14][n:13]1. Reactants: Cl (hydrochloric acid), ClCCC=1C=C2CC(NC2=CC1)=O (5-(2-chloroethyl)oxindole), Cl.C1(=CC=CC2=CC=CC=C12)N1CCNCC1 (N-(1-naphthyl)piperazine hydrochloride), C([O-])([O-])=O.[Na+].[Na+] (sodium carbonate), [I-].[Na+] (sodium iodide). The solvent is CCOCC (ether), CC(=O)CC(C)C (methylisobutylketone). The product is C1(=CC=CC2=CC=CC=C12)N1CCN(CC1)CCC=1C=C2CC(NC2=CC1)=O (5-(2-(4-(1-Naphthyl)piperazinyl)ethyl)oxindole). As a reaction SMILES: Cl[CH2:2][CH2:3][C:4]1[CH:5]=[C:6]2[C:10](=[CH:11][CH:12]=1)[NH:9][C:8](=[O:13])[CH2:7]2.Cl.[C:15]1([N:25]2[CH2:30][CH2:29][NH:28][CH2:27][CH2:26]2)[C:24]2[C:19](=[CH:20][CH:21]=[CH:22][CH:23]=2)[CH:18]=[CH:17][CH:16]=1.C(=O)([O-])[O-].[Na+].[Na+].[I-].[Na+].Cl>CCOCC.CC(CC(C)C)=O>[C:15]1([N:25]2[CH2:30][CH2:29][N:28]([CH2:2][CH2:3][C:4]3[CH:5]=[C:6]4[C:10](=[CH:11][CH:12]=3)[NH:9][C:8](=[O:13])[CH2:7]4)[CH2:27][CH2:26]2)[C:24]2[C:19](=[CH:20][CH:21]=[CH:22][CH:23]=2)[CH:18]=[CH:17][CH:16]=1 |f:1.2,3.4.5,6.7|. Procedure details: To a 50 ml round bottomed flask equipped with condenser and nitrogen inlet were added 370 mg (1.69 mmol) 5-(2-chloroethyl)oxindole, 400 mg (1.69 mmol) N-(1-naphthyl)piperazine hydrochloride, 200 mg (1.69 mmol) sodium carbonate, 2 mg sodium iodide, and 50 ml methylisobutylketone. The reaction was refluxed 24 hours, cooled, and evaporated. The residue was taken up in ethyl acetate, washed with water and brine, dried over sodium sulfate, and evaporated. The residue was chromatographed on silica gel... Reactants: C(C)(C)(C)OC(=O)N1CC2(C(N(CN2C2=CC=CC=C2)C)=O)CCC1 (3-methyl-4-oxo-1-phenyl-1,3,7-triaza-spiro[4.5]decane-7-carboxylic acid tert-butyl ester), C(=O)(C(F)(F)F)O (TFA). Solvent: C(Cl)Cl (DCM). Run at time 1 hour. Product: CN1CN(C2(C1=O)CNCCC2)C2=CC=CC=C2 (3-methyl-1-phenyl-1,3,7-triaza-spiro[4.5]decan-4-one). As a reaction SMILES: C(OC([N:8]1[CH2:25][CH2:24][CH2:23][C:10]2([N:14]([C:15]3[CH:20]=[CH:19][CH:18]=[CH:17][CH:16]=3)[CH2:13][N:12]([CH3:21])[C:11]2=[O:22])[CH2:9]1)=O)(C)(C)C.C(O)(C(F)(F)F)=O>C(Cl)Cl>[CH3:21][N:12]1[C:11](=[O:22])[C:10]2([CH2:23][CH2:24][CH2:25][NH:8][CH2:9]2)[N:14]([C:15]2[CH:20]=[CH:19][CH:18]=[CH:17][CH:16]=2)[CH2:13]1. Procedure: To a solution of 3-methyl-4-oxo-1-phenyl-1,3,7-triaza-spiro[4.5]decane-7-carboxylic acid tert-butyl ester (70 mg, 0.2 mmol) in DCM (5 ml) was added TFA (0.5 ml, 6.5 mmol). The reaction mixture was stirred at RT for 1 hour before applying the reaction mixture to a 1 g SCX-2 cartridge. Impurities were eluted with 1:1 DCM:MeOH, followed by 0.05 M ammonia in 1:1 DCM:MeOH. Product was eluted with 1M ammonia in 1:1 DCM:MeOH. The clean fractions were concentrated in vacuo to afford the title compound. ... The reactants are ClCCC1OC2=C(C(N(C1)C)=O)C=CC=N2 (2-(2-chloroethyl)-2,3-dihydro-4-methylpyrido[3,2-f]-1,4-oxazepin-5-(4H)one), C1(C=2C(C(N1)=O)=CC=CC2)=O.[K] (potassium phthalimide). Run in CN(C=O)C (dimethylformamide). Run at temperature 100 celsius, time 5 hour. Product: O=C1N(C(C2=CC=CC=C12)=O)CCC1OC2=C(C(N(C1)C)=O)C=CC=N2 (2,3-Dihydro-2-[1,3-dihydro-1,3-dioxo-2H-isoindol-2-yl)ethyl-4-methylpyrido[3,2-f][1,4]oxazepin-5(4H)-one). The yield is 37.0%. Reaction SMILES: Cl[CH2:2][CH2:3][CH:4]1[CH2:10][N:9]([CH3:11])[C:8](=[O:12])[C:7]2[CH:13]=[CH:14][CH:15]=[N:16][C:6]=2[O:5]1.[C:17]1(=[O:27])[NH:21][C:20](=[O:22])[C:19]2=[CH:23][CH:24]=[CH:25][CH:26]=[C:18]12.[K]>CN(C)C=O>[O:22]=[C:20]1[C:19]2[C:18](=[CH:26][CH:25]=[CH:24][CH:23]=2)[C:17](=[O:27])[N:21]1[CH2:2][CH2:3][CH:4]1[CH2:10][N:9]([CH3:11])[C:8](=[O:12])[C:7]2[CH:13]=[CH:14][CH:15]=[N:16][C:6]=2[O:5]1 |f:1.2,^1:27|. Procedure details: To a solution of 4.92 g (0.02 mole) of 2-(2-chloroethyl)-2,3-dihydro-4-methylpyrido[3,2-f]-1,4-oxazepin-5-(4H)one in 35 ml of dimethylformamide was added 7.55 g (0.041 mole) of potassium phthalimide. The mixture was stirred for 5 hr at 100° C. and left standing at room temperature overnight. Dimethylformamide was removed by rotary evaporation (80° C. vacuum pump). The residue was taken up in 100 ml of chloroform and washed with water (2×30 ml) and 2M potassium hydroxide (2×3 ml). The organic lay... Reactants: [OH-].[Na+] (sodium hydroxide), polyphosphoric acid, ice water, C(=O)(O)CCNC1=C(C=C(C=C1)C(C(=O)OC)C)Cl (methyl 2-[4-(2-carboxyethylamino)-3-chlorophenyl]propionate). The solvent is C1(=CC=CC=C1)C (toluene), C1(=CC=CC=C1)C (toluene). Reaction conditions: temperature 100 celsius. Yields the product ClC=1C=C(C=C2C(CCNC12)=O)C(C(=O)OC)C (methyl 2-(8-chloro-1,2,3,4-tetrahydro-4-oxoquinolin-6-yl)propionate). As a reaction SMILES: [C:1]([CH2:4][CH2:5][NH:6][C:7]1[CH:12]=[CH:11][C:10]([CH:13]([CH3:18])[C:14]([O:16][CH3:17])=[O:15])=[CH:9][C:8]=1[Cl:19])([OH:3])=O.[OH-].[Na+]>C1(C)C=CC=CC=1>[Cl:19][C:8]1[CH:9]=[C:10]([CH:13]([CH3:18])[C:14]([O:16][CH3:17])=[O:15])[CH:11]=[C:12]2[C:7]=1[NH:6][CH2:5][CH2:4][C:1]2=[O:3] |f:1.2|. Procedure: Further, the suspension of 80 g of polyphosphoric acid and 80 ml of toluene was stirred at 100° C., 20 ml of toluene solution of above-mentioned compound (methyl 2-[4-(2-carboxyethylamino)-3-chlorophenyl]propionate) were added thereto and stirred for further 1 hour. After cooling, ice-water was added to the reaction mixture, then the mixture was poured into an aqueous solution of sodium hydroxide to adjust the pH to 9 to 10, followed by extraction with ethyl acetate. The organic layer was washed... The reactants are C(Cl)C1CO1 (epichlorohydrin), B(F)(F)F.CCOCC (boron trifluoride etherate), F[B-](F)(F)F.C(C)[O+](CC)CC (triethyloxonium fluoroborate), CN1C(C=CC2=CC=CC=C12)=O (N-methyl-2-quinolone). Solvent: CCOCC (ether), CCOCC (ether), C(Cl)Cl (methylene chloride), C(Cl)Cl (methylene chloride). Run at time 8 hour. Product: F[B-](F)(F)F.C(C)[O+](CC)CC (Triethyloxonium fluoroborate), F[B-](F)(F)F.C(C)OC1=[N+](C2=CC=CC=C2C=C1)C (2-ethoxy-1-methylquinolinium fluoroborate). Isolated yield 83.5%. RXN SMILES: C(C1OC1)Cl.B(F)(F)F.[CH3:10][CH2:11][O:12][CH2:13][CH3:14].[F:15][B-:16]([F:19])([F:18])[F:17].[CH2:20]([O+:22]([CH2:25][CH3:26])[CH2:23][CH3:24])[CH3:21].[CH3:27][N:28]1[C:37]2[C:32](=[CH:33][CH:34]=[CH:35][CH:36]=2)[CH:31]=CC1=O>CCOCC.C(Cl)Cl>[F:15][B-:16]([F:19])([F:18])[F:17].[CH2:20]([O+:22]([CH2:25][CH3:26])[CH2:23][CH3:24])[CH3:21].[F:15][B-:16]([F:19])([F:18])[F:17].[CH2:11]([O:12][C:13]1[CH:14]=[CH:31][C:32]2[C:37](=[CH:36][CH:35]=[CH:34][CH:33]=2)[N+:28]=1[CH3:27])[CH3:10] |f:1.2,3.4,8.9,10.11|. Procedure details: Triethyloxonium fluoroborate is prepared from 3.70 g (0.040 mole) of epichlorohydrin in 14 ml of ether and 7.58 g (0.054 mole) of boron trifluoride etherate in 6 ml of ether. The resulting solid triethyloxonium fluoroborate is dissolved in 20 ml of dry methylene chloride and treated under nitrogen with 6.47 g (0.040 mole) of N-methyl-2-quinolone in 15 ml of methylene chloride. The reaction mixture is stirred under nitrogen at room temperature overnight. The solid is filtered to give 9.2 g (83.5%... The reactants are C[C@H]1COC[C@@H](N1C=1OC=2C(N1)=C(C=CC2)C(=O)O)C (2-((3S,5S)-3,5-dimethylmorpholino)benzoxazole-4-carboxylic acid), Cl.Cl.CN1C2CC(CC1CC2)N (8-methyl-8-azabicyclo[3.2.1]octan-3-amine dihydrochloride). Yields the product O1C=NC=2C1=CC=CC2C(=O)N (benzoxazole-4-carboxamide). As a reaction SMILES: C[C@@H]1N([C:8]2[O:9][C:10]3[C:11](=[C:13]([C:17]([OH:19])=O)[CH:14]=[CH:15][CH:16]=3)[N:12]=2)[C@@H](C)COC1.Cl.Cl.C[N:24]1C2CCC1CC(N)C2>>[O:9]1[C:10]2=[CH:16][CH:15]=[CH:14][C:13]([C:17]([NH2:24])=[O:19])=[C:11]2[N:12]=[CH:8]1 |f:1.2.3|. Procedure details: Following general procedure GP-C1, a mixture of 2-((3S,5S)-3,5-dimethylmorpholino)benzoxazole-4-carboxylic acid and 8-methyl-8-azabicyclo[3.2.1]octan-3-amine dihydrochloride were coupled to provide N-(8-methyl-8-azabicyclo[3.2.1]octan-3-yl)-2-(3 S,5S)-3,5-dimethylmorpholino)benzoxazole-4-carboxamide, which was converted to the hydrochloride salt following general procedure GP-D1. 1H NMR and MS consistent. Starting materials: [N-]=[N+]=[N-].[Na+] (Sodium azide), BrC1C(N(CC(N(C1)C(=O)OC(C)(C)C)C1=CC=CC=C1)CC1CC1)=O (tert-butyl 6-bromo-4-(cyclopropylmethyl)-5-oxo-2-phenyl-1,4-diazepane-1-carboxylate), O (water). Solvent: CN(C=O)C (N,N-dimethylforamide). Reaction conditions: temperature 70 celsius, time 1 hour. Product: C(C)(C)(C)OC(=O)N1[C@H](CN(C([C@@H](C1)N=[N+]=[N-])=O)CC1CC1)C1=CC=CC=C1 (trans tert-Butyl-6-azido-4-(cyclopropylmethyl)-5-oxo-2-phenyl-1,4-diazepane-1-carboxylate). As a reaction SMILES: [N-:1]=[N+:2]=[N-:3].[Na+].Br[CH:6]1[CH2:12][N:11]([C:13]([O:15][C:16]([CH3:19])([CH3:18])[CH3:17])=[O:14])[CH:10]([C:20]2[CH:25]=[CH:24][CH:23]=[CH:22][CH:21]=2)[CH2:9][N:8]([CH2:26][CH:27]2[CH2:29][CH2:28]2)[C:7]1=[O:30].O>CN(C)C=O>[C:16]([O:15][C:13]([N:11]1[CH2:12][C@@H:6]([N:1]=[N+:2]=[N-:3])[C:7](=[O:30])[N:8]([CH2:26][CH:27]2[CH2:29][CH2:28]2)[CH2:9][C@@H:10]1[C:20]1[CH:21]=[CH:22][CH:23]=[CH:24][CH:25]=1)=[O:14])([CH3:19])([CH3:17])[CH3:18] |f:0.1|. Procedure: Sodium azide (0.841 g, 12.9 mmol) was added to a solution of tert-butyl 6-bromo-4-(cyclopropylmethyl)-5-oxo-2-phenyl-1,4-diazepane-1-carboxylate (0.609 g, 1.43 mmol) in N,N-dimethylforamide (10 mL) and heated to 70° C. After 1 h, the mixture was allowed to cool to ambient temperature and water was added. The mixture was extracted with ethyl acetate, washed with water (3×), saturated brine, dried over magnesium sulfate, filtered, and concentrated. Purification by silica gel chromatography (20% et... Reactants: C(C)(C)(C)OC(NC1(COC(OC1)(C)C)CCC1=CC(=C(C=C1)OCCCC1=C(C(=CC=C1)C)C)C(F)(F)F)=O ([2,2-dimethyl-5-(2-{4-[3-(2,3-dimethylphenyl)propoxy]-3-trifluoromethylphenyl}ethyl)-1,3-dioxan-5-yl]carbamic acid t-butyl ester), Cl (hydrochloric acid). The solvent is C(C)O (ethanol). Run at temperature 80 celsius, time 1 hour. The product is Cl.NC(CO)(CO)CCC1=CC(=C(C=C1)OCCCC1=C(C(=CC=C1)C)C)C(F)(F)F (2-amino-2-(2-{4-[3-(2,3-dimethylphenyl)propoxy]-3-trifluoromethylphenyl}ethyl)propane-1,3-diol hydrochloride). RXN SMILES: C(OC(=O)[NH:7][C:8]1([CH2:16][CH2:17][C:18]2[CH:23]=[CH:22][C:21]([O:24][CH2:25][CH2:26][CH2:27][C:28]3[CH:33]=[CH:32][CH:31]=[C:30]([CH3:34])[C:29]=3[CH3:35])=[C:20]([C:36]([F:39])([F:38])[F:37])[CH:19]=2)[CH2:13][O:12]C(C)(C)[O:10][CH2:9]1)(C)(C)C.[ClH:41]>C(O)C>[ClH:41].[NH2:7][C:8]([CH2:16][CH2:17][C:18]1[CH:23]=[CH:22][C:21]([O:24][CH2:25][CH2:26][CH2:27][C:28]2[CH:33]=[CH:32][CH:31]=[C:30]([CH3:34])[C:29]=2[CH3:35])=[C:20]([C:36]([F:37])([F:38])[F:39])[CH:19]=1)([CH2:9][OH:10])[CH2:13][OH:12] |f:3.4|. Procedure: Compound 49-4 (670 mg) was dissolved in ethanol (15 ml), concentrated hydrochloric acid (1.5 ml) was added, and the mixture was stirred at 80° C. for 1 hr. The reaction mixture was concentrated, and the residue was washed with diethyl ether to give the object product (490 mg) as a white powder.